Task: describe an organic reaction: reactants, conditions, products, and yield. Dataset: the Open Reaction Database (ORD), a public repository of structured organic reaction records Starting materials: solution, polyvinyl alcohol, 140, C(C)(=O)OC=C (vinyl acetate), C(=C)Cl (vinyl chloride). Run in O (water). Reaction conditions: temperature 50 celsius, time 250 minute. Product: C=C.C(=C)Cl.C(C)(=O)OC=C (ethylene/vinyl chloride vinyl acetate). As a reaction SMILES: [C:1]([O:4][CH:5]=[CH2:6])(=[O:3])[CH3:2].[CH:7]([Cl:9])=[CH2:8]>O>[CH2:1]=[CH2:2].[CH:7]([Cl:9])=[CH2:8].[C:1]([O:4][CH:5]=[CH2:6])(=[O:3])[CH3:2] |f:3.4.5|. Procedure details: An ethylene/vinyl chloride/vinyl acetate copolymer dispersion was prepared analogously to EP 76 511. First, a mixture of 1,700 g of vinyl acetate and 6,800 g of vinyl chloride was introduced into a tank and 2,000 g of demineralized water and 3,500 g of a 20% solution of a polyvinyl alcohol with a saponification number of 140 and a viscosity of 5 mPas (4% strength aqueous solution at 20° C., according to Hoppler) were introduced into a boiler of 16 liter capacity. A vacuum was then applied which ... The reactants are COC(=O)[C@H]1N(C[C@@H](C1)S(=O)(=O)C1=C(C=CC=C1)C(F)(F)F)C(CC(C)=O)=S ((2S,4R)-1-(3-oxo-thiobutyryl)-4-(2-trifluoromethyl-benzenesulfonyl)-pyrrolidine-2-carboxylic acid methyl ester), C(C)(C)(C)OC(=O)N(N)C (N-methyl-hydrazinecarboxylic acid tert-butyl ester). Yields the product COC(=O)[C@H]1N(C[C@@H](C1)S(=O)(=O)C1=C(C=CC=C1)C(F)(F)F)C(CC(C)=NN(C)C(=O)OC(C)(C)C)=S ((2S,4R)-1-[3-(tert-Butoxycarbonyl-methyl-hydrazono)-thiobutyryl]-4-(2-trifluoromethyl-benzenesulfonyl)-pyrrolidine-2-carboxylic acid methyl ester). Reaction SMILES: [CH3:1][O:2][C:3]([C@@H:5]1[CH2:9][C@@H:8]([S:10]([C:13]2[CH:18]=[CH:17][CH:16]=[CH:15][C:14]=2[C:19]([F:22])([F:21])[F:20])(=[O:12])=[O:11])[CH2:7][N:6]1[C:23](=[S:28])[CH2:24][C:25](=O)[CH3:26])=[O:4].[C:29]([O:33][C:34]([N:36]([CH3:38])[NH2:37])=[O:35])([CH3:32])([CH3:31])[CH3:30]>>[CH3:1][O:2][C:3]([C@@H:5]1[CH2:9][C@@H:8]([S:10]([C:13]2[CH:18]=[CH:17][CH:16]=[CH:15][C:14]=2[C:19]([F:22])([F:20])[F:21])(=[O:11])=[O:12])[CH2:7][N:6]1[C:23](=[S:28])[CH2:24][C:25](=[N:37][N:36]([C:34]([O:33][C:29]([CH3:32])([CH3:31])[CH3:30])=[O:35])[CH3:38])[CH3:26])=[O:4]. Reported procedure: In analogy to the procedure described in example 192 h, (2S,4R)-1-(3-oxo-thiobutyryl)-4-(2-trifluoromethyl-benzenesulfonyl)-pyrrolidine-2-carboxylic acid methyl ester (example 192 g) was reacted with N-methyl-hydrazinecarboxylic acid tert-butyl ester (CAS Reg. No. 21075-83-2) to give the title compound as off-white solid. MS (ESI): m/z=566.2 [M+H]+. Starting materials: [N+](=O)([O-])C1=C(CCl)C=CC=C1 (2-nitrobenzyl chloride), N1(CCNCC1)C(=S)SC (methyl 1-piperazinecarbodithioate), C([O-])([O-])=O.[Na+].[Na+] (sodium carbonate). The solvent is C(C)O (ethanol). Reaction conditions: time 4 hour. Yields the product [N+](=O)([O-])C1=C(CN2CCN(CC2)C(=S)SC)C=CC=C1 (Methyl 4-(2-nitrobenzyl)-1-piperazinecarbodithioate). The yield is 69.1%. As a reaction SMILES: [N+:1]([C:4]1[CH:11]=[CH:10][CH:9]=[CH:8][C:5]=1[CH2:6]Cl)([O-:3])=[O:2].[N:12]1([C:18]([S:20][CH3:21])=[S:19])[CH2:17][CH2:16][NH:15][CH2:14][CH2:13]1.C(=O)([O-])[O-].[Na+].[Na+]>C(O)C>[N+:1]([C:4]1[CH:11]=[CH:10][CH:9]=[CH:8][C:5]=1[CH2:6][N:15]1[CH2:16][CH2:17][N:12]([C:18]([S:20][CH3:21])=[S:19])[CH2:13][CH2:14]1)([O-:3])=[O:2] |f:2.3.4|. Procedure details: To 30 ml of ethanol were added 3.43 g (20 mmol.) of 2-nitrobenzyl chloride,3.52 g (20 mmol.) of methyl 1-piperazinecarbodithioate, and 2.12 g (20 mmol.) of sodium carbonate. The mixture was then stirred for 4 hours at room temperature and futher stirred overnight at 50°-60 ° C.Ethanol was distilled off under reduced pressure, and the residue was extracted using water and chloroform. The organic solvent portion was washed with water and a saturated aqueous sodium chloride solution, dried over anh... Reactants: C(C)(C)N(CC)C(C)C (diisopropylethylamine), CC(CCC1=C(C=CC(=C1)C(F)(F)F)CN)(C)C ((2-(3,3-dimethylbutyl)-4-(trifluoromethyl)phenyl)methanamine), COC(=O)N1N=CC2=C(C=CC=C12)NC(=O)ON1C(CCC1=O)=O (4-(2,5-dioxo-pyrrolidin-1-yloxycarbonylamino)-indazole-1-carboxylic acid methyl ester). The solvent is C(C)(=O)OCC (ethyl acetate), CN(C)C=O (DMF). Run at time 1 hour. The product is CC(CCC1=C(CNC(=O)NC2=C3C=NNC3=CC=C2)C=CC(=C1)C(F)(F)F)(C)C (1-(2-(3,3-dimethylbutyl)-4-(trifluoromethyl)benzyl)-3-(1H-indazol-4-yl)urea). RXN SMILES: [CH3:1][C:2]([CH3:18])([CH3:17])[CH2:3][CH2:4][C:5]1[CH:10]=[C:9]([C:11]([F:14])([F:13])[F:12])[CH:8]=[CH:7][C:6]=1[CH2:15][NH2:16].C(N(C(C)C)CC)(C)C.COC([N:32]1[C:40]2[C:35](=[C:36]([NH:41][C:42](ON3C(=O)CCC3=O)=[O:43])[CH:37]=[CH:38][CH:39]=2)[CH:34]=[N:33]1)=O>CN(C=O)C.C(OCC)(=O)C>[CH3:1][C:2]([CH3:18])([CH3:17])[CH2:3][CH2:4][C:5]1[CH:10]=[C:9]([C:11]([F:12])([F:13])[F:14])[CH:8]=[CH:7][C:6]=1[CH2:15][NH:16][C:42]([NH:41][C:36]1[CH:37]=[CH:38][CH:39]=[C:40]2[C:35]=1[CH:34]=[N:33][NH:32]2)=[O:43]. Procedure: To the product of Example 1B dissolved in DMF (80 mL) was added diisopropylethylamine (5.6 mL, 32.1 mmol, 1.2 eq), followed by the addition of the product of Example 1C (8.82 g, 26.5 mmol, 1 eq). The mixture was stirred for 1 hour, diluted with ethyl acetate (600 mL) and the resulting solution washed sequentially with H2O (1×250 mL) and saturated aqueous NH4Cl (1×250 mL), dried (Na2SO4), filtered, and concentrated under reduced pressure. The residue was taken up in 2:1 methanol:THF (90 mL) and 1... The reactants are O=C1CCC(=O)N1Br, COC(=O)c1ccc(=O)n(C)c1, CC(=O)O, [Na+], [OH-]. Reaction SMILES: [Br:13][N:14]1[C:15](=[O:16])[CH2:17][CH2:18][C:19]1=[O:20].[CH3:1][n:2]1[cH:3][c:4]([C:9](=[O:10])[O:11][CH3:12])[cH:5][cH:6][c:7]1=[O:8].[CH3:23][C:24](=[O:25])[OH:26].[Na+:22].[OH-:21]>>[CH3:1][n:2]1[cH:3][c:4]([C:9](=[O:10])[O:11][CH3:12])[cH:5][c:6]([Br:13])[c:7]1=[O:8]. Product: COC(=O)c1cc(Br)c(=O)n(C)c1. Starting materials: CC(C)(C)OC(=O)NC(C(=O)O)C(c1ccccc1)c1ccccc1, CC(C)CN(C(CO)CCCCN)S(=O)(=O)c1ccc(F)c(N)c1. The product is CC(C)CN(C(CO)CCCCNC(=O)C(NC(=O)OC(C)(C)C)C(c1ccccc1)c1ccccc1)S(=O)(=O)c1ccc(F)c(N)c1. As a reaction SMILES: [C:25]([CH3:26])([CH3:27])([CH3:28])[O:29][C:30](=[O:31])[NH:32][CH:33]([C:34](=[O:35])[OH:36])[CH:37]([c:38]1[cH:39][cH:40][cH:41][cH:42][cH:43]1)[c:44]1[cH:45][cH:46][cH:47][cH:48][cH:49]1.[NH2:1][CH2:2][CH2:3][CH2:4][CH2:5][CH:6]([CH2:7][OH:8])[N:9]([S:10](=[O:11])(=[O:12])[c:13]1[cH:14][c:15]([NH2:20])[c:16]([F:19])[cH:17][cH:18]1)[CH2:21][CH:22]([CH3:23])[CH3:24]>>[NH:1]([CH2:2][CH2:3][CH2:4][CH2:5][CH:6]([CH2:7][OH:8])[N:9]([S:10](=[O:11])(=[O:12])[c:13]1[cH:14][c:15]([NH2:20])[c:16]([F:19])[cH:17][cH:18]1)[CH2:21][CH:22]([CH3:23])[CH3:24])[C:34]([CH:33]([NH:32][C:30]([O:29][C:25]([CH3:26])([CH3:27])[CH3:28])=[O:31])[CH:37]([c:38]1[cH:39][cH:40][cH:41][cH:42][cH:43]1)[c:44]1[cH:45][cH:46][cH:47][cH:48][cH:49]1)=[O:35]. Reactants: [OH-], [OH-], CC(C)(C)OC(=O)NCC(O)C1CCN(Cc2ccccc2)CC1, [Pd+2]. Product: CC(C)(C)OC(=O)NCC(O)C1CCNCC1. Reaction SMILES: [OH-:25].[OH-:26].[OH:1][CH:2]([CH2:3][NH:4][C:5]([O:6][C:7]([CH3:8])([CH3:9])[CH3:10])=[O:11])[CH:12]1[CH2:13][CH2:14][N:15]([CH2:18][c:19]2[cH:20][cH:21][cH:22][cH:23][cH:24]2)[CH2:16][CH2:17]1.[Pd+2:27]>>[OH:1][CH:2]([CH2:3][NH:4][C:5]([O:6][C:7]([CH3:8])([CH3:9])[CH3:10])=[O:11])[CH:12]1[CH2:13][CH2:14][NH:15][CH2:16][CH2:17]1.